This data is from the Open Reaction Database (ORD), a public repository of structured organic reaction records. The task is: describe an organic reaction: reactants, conditions, products, and yield Starting materials: O1CCCC1 (tetrahydrofuran), C(=O)=O (carbon dioxide), solution, C(CCC)[Li] (butyl lithium), C1(=CC=CC=C1)CC1=NOC(N1)=O (3-(phenylmethyl)-1,2,4-oxadiazol-5(4H)-one). Solvent: CCCCCC (hexane). Conditions: time 2 hour. Yields the product O=C1NC(=NO1)C(C(=O)O)C1=CC=CC=C1 (4,5-dihydro-5-oxo-α-phenyl-1,2,4-oxadiazole-3-acetic acid). RXN SMILES: C([Li])CCC.[C:6]1([CH2:12][C:13]2[NH:17][C:16](=[O:18])[O:15][N:14]=2)[CH:11]=[CH:10][CH:9]=[CH:8][CH:7]=1.O1CCCC1.[C:24](=[O:26])=[O:25]>CCCCCC>[O:18]=[C:16]1[O:15][N:14]=[C:13]([CH:12]([C:6]2[CH:7]=[CH:8][CH:9]=[CH:10][CH:11]=2)[C:24]([OH:26])=[O:25])[NH:17]1. Reported procedure: 169.2 g. (0.328 moles + 20 percent) of a 15 percent solution of butyl lithium in hexane is cooled to -60° under a nitrogen atmosphere. At this temperature, a solution of 28.9 g. (0.164 moles) of 3-(phenylmethyl)-1,2,4-oxadiazol-5(4H)-one in 360 ml. of anhydrous tetrahydrofuran is added dropwise with stirring over a period of about 2 hours. A proportionate stream of carbon dioxide is passed through the resulting suspension for a period of 2 hours. The cold bath is removed and the solution is perm...